From a dataset of the Open Reaction Database (ORD), a public repository of structured organic reaction records. describe an organic reaction: reactants, conditions, products, and yield Starting materials: ClCC#N (Chloroacetonitrile), FC1(CCN(CC1)C(=S)N)F (4,4-difluoropiperidinothiocarboxamide), C1(=CC=CC=C1)C(CC(C(=O)OCC)=O)=O (ethyl 4-phenyl-2,4-dioxobutyrate), C(C)(=O)[O-].[Na+] (sodium acetate). Solvent: CO (methanol). Yields the product C(C)OC(=O)C1=C2C(=NC(=C1)C1=CC=CC=C1)N=C(S2)N2CCC(CC2)(F)F (2-(4,4-difluoropiperidino)-5-phenyl-7-thiazolo[4,5-b]pyridinecarboxylic acid ethyl ester). The yield is 86.7%. As a reaction SMILES: Cl[CH2:2][C:3]#[N:4].[F:5][C:6]1([F:15])[CH2:11][CH2:10][N:9]([C:12]([NH2:14])=[S:13])[CH2:8][CH2:7]1.[C:16]1([C:22](=O)[CH2:23][C:24](=O)[C:25]([O:27][CH2:28][CH3:29])=[O:26])[CH:21]=[CH:20][CH:19]=[CH:18][CH:17]=1.C([O-])(=O)C.[Na+]>CO>[CH2:28]([O:27][C:25]([C:24]1[CH:23]=[C:22]([C:16]2[CH:17]=[CH:18][CH:19]=[CH:20][CH:21]=2)[N:4]=[C:3]2[N:14]=[C:12]([N:9]3[CH2:8][CH2:7][C:6]([F:5])([F:15])[CH2:11][CH2:10]3)[S:13][C:2]=12)=[O:26])[CH3:29] |f:3.4|. Reported procedure: Chloroacetonitrile (0.32 mL, 5.06 mmol) was added to a solution of 4,4-difluoropiperidinothiocarboxamide (839 mg, 4.66 mmol) prepared above in methanol (15 mL), followed by heating overnight under reflux. The reaction solution was concentrated, and the residue was dissolved in acetic acid (15 mL), followed by addition of commercially available ethyl 4-phenyl-2,4-dioxobutyrate (1.03 g, 4.68 mmol) and sodium acetate (573 mg, 6.99 mmol) thereto. The mixture was heated for 1.5 hr under reflux in an ...